This data is from the Open Reaction Database (ORD), a public repository of structured organic reaction records. The task is: describe an organic reaction: reactants, conditions, products, and yield Starting materials: C[Si](C)(C)CCOCn1nc(-c2cccc(NCc3ccccc3)c2)c2cnc(NCCN3CCOCC3)nc21, ClCCl, O=C(O)C(F)(F)F, C[Si](C)(C)CCOCn1nc(-c2ccccc2)c2cnc(NCCN3CCOCC3)nc21. Product: c1ccc(CNc2cccc(-c3n[nH]c4nc(NCCN5CCOCC5)ncc34)c2)cc1. As a reaction SMILES: [CH2:1]([c:2]1[cH:3][cH:4][cH:5][cH:6][cH:7]1)[NH:8][c:9]1[cH:10][c:11](-[c:15]2[n:16][n:17]([CH2:33][O:34][CH2:35][CH2:36][Si:37]([CH3:38])([CH3:39])[CH3:40])[c:18]3[n:19][c:20]([NH:24][CH2:25][CH2:26][N:27]4[CH2:28][CH2:29][O:30][CH2:31][CH2:32]4)[n:21][cH:22][c:23]23)[cH:12][cH:13][cH:14]1.[Cl:80][CH2:81][Cl:82].[F:73][C:74]([F:75])([F:76])[C:77]([OH:78])=[O:79].[O:41]1[CH2:42][CH2:43][N:44]([CH2:45][CH2:46][NH:47][c:48]2[n:49][c:50]3[n:51]([CH2:52][O:53][CH2:54][CH2:55][Si:56]([CH3:57])([CH3:58])[CH3:59])[n:60][c:61](-[c:62]4[cH:63][cH:64][cH:65][cH:66][cH:67]4)[c:68]3[cH:69][n:70]2)[CH2:71][CH2:72]1>>[CH2:1]([c:2]1[cH:3][cH:4][cH:5][cH:6][cH:7]1)[NH:8][c:9]1[cH:10][c:11](-[c:15]2[n:16][nH:17][c:18]3[n:19][c:20]([NH:24][CH2:25][CH2:26][N:27]4[CH2:28][CH2:29][O:30][CH2:31][CH2:32]4)[n:21][cH:22][c:23]23)[cH:12][cH:13][cH:14]1. The reactants are CCO, CCCCCC, O=CNc1nc(C(=O)C(=O)O)cs1, CC(C)(C)OC(=O)C=CCON, [Na+], C1CCOC1, [OH-], O. The product is CC(C)(C)OC(=O)C=CCON=C(C(=O)O)c1csc(NC=O)n1. RXN SMILES: [CH3:13][CH2:14][OH:15].[CH3:36][CH2:37][CH2:38][CH2:39][CH2:40][CH3:41].[CH:16](=[O:17])[NH:18][c:19]1[s:20][cH:21][c:22]([C:24]([C:25](=[O:26])[OH:27])=[O:28])[n:23]1.[NH2:1][O:2][CH2:3][CH:4]=[CH:5][C:6](=[O:7])[O:8][C:9]([CH3:10])([CH3:11])[CH3:12].[Na+:30].[O:31]1[CH2:32][CH2:33][CH2:34][CH2:35]1.[OH-:29].[OH2:42]>>[N:1]([O:2][CH2:3][CH:4]=[CH:5][C:6](=[O:7])[O:8][C:9]([CH3:10])([CH3:11])[CH3:12])=[C:24]([c:22]1[cH:21][s:20][c:19]([NH:18][CH:16]=[O:17])[n:23]1)[C:25](=[O:26])[OH:27]. Reactants: CON(C)C(=O)c1ccc(C#N)cc1, C1CCOC1, [Li]CCCC, C#CC(C)(C)O[Si](C)(C)C. The product is CC(C)(C#CC(=O)c1ccc(C#N)cc1)O[Si](C)(C)C. Reaction SMILES: [C:16](#[N:17])[c:18]1[cH:19][cH:20][c:21]([C:22](=[O:23])[N:24]([O:25][CH3:26])[CH3:27])[cH:28][cH:29]1.[CH2:30]1[O:31][CH2:32][CH2:33][CH2:34]1.[CH3:11][CH2:12][CH2:13][CH2:14][Li:15].[CH3:1][Si:2]([O:3][C:4]([CH3:5])([C:6]#[CH:7])[CH3:8])([CH3:9])[CH3:10]>>[CH3:1][Si:2]([O:3][C:4]([CH3:5])([C:6]#[C:7][C:22]([c:21]1[cH:20][cH:19][c:18]([C:16]#[N:17])[cH:29][cH:28]1)=[O:23])[CH3:8])([CH3:9])[CH3:10]. Starting materials: O (H2O), NC1=NC2=NC=C(N=C2C(N1)=O)CNC1=CC=C(C(=O)N[C@H](C(=O)O)CCC(=O)N[C@H](C(=O)N[C@H](C(=O)N[C@H](C(=O)N[C@H](CS)C(=O)O)CC(=O)O)CCCNC(=N)N)CC(=O)O)C=C1 ((S)-2-(4-((2-amino-4-oxo-3,4-dihydropteridin-6-yl)methylamino)benzamido)-5-((S)-3-carboxy-1-((S)-1-((S)-3-carboxy-1-((S)-1-carboxy-2-mercaptoethylamino)-1-oxopropan-2-ylamino)-5-guanidino-1-oxopentan-2-ylamino)-1-oxopropan-2-ylamino)-5-oxopentanoic acid), C(OCCN1[C@@H]2CCC[C@@H]([C@@H]([C@H](C(C([C@H](CC(O[C@@H](C[C@H]12)/C(=C/C=1N=C(SC1)C)/C)=O)O)(C)C)=O)C)O)C)(OCCSSC1=NC=CC=C1)=O (2-((1S,3S,7S,10R,11S,12S,16R)-7,11-dihydroxy-8,8,10,12-tetramethyl-3-((E)-1-(2-methylthiazol-4-yl)prop-1-en-2-yl)-5,9-dioxo-4-oxa-17-aza-bicyclo[14.1.0]heptadecan-17-yl)ethyl 2-(2-(pyridin-2-yl)disulfanyl)ethyl carbonate). Run in P(=O)([O-])([O-])[O-] (phosphate), C1CCOC1 (THF). Reaction conditions: time 30 minute. Product: NC1=NC2=NC=C(N=C2C(N1)=O)CNC1=CC=C(C(=O)N[C@H](C(=O)O)CCC(=O)N[C@H](C(=O)N[C@H](C(=O)N[C@H](C(=O)N[C@@H](CSSCCOC(=O)OCCN2[C@@H]3CCC[C@@H]([C@@H]([C@H](C(C([C@H](CC(O[C@@H](C[C@H]23)/C(=C/C=2N=C(SC2)C)/C)=O)O)(C)C)=O)C)O)C)C(=O)O)CC(=O)O)CCCNC(=N)N)CC(=O)O)C=C1 ((S)-2-(4-((2-amino-4-oxo-3,4-dihydropteridin-6-yl)methylamino)benzamido)-5-((S)-3-carboxy-1-((S)-1-((S)-3-carboxy-1-((R)-1-carboxy-2-(2-(2-((2-((1S,3S,7S,10R,11S,12S,16R)-7,11-dihydroxy-8,8,10,12-tetramethyl-3-((E)-1-(2-methylthiazol-4-yl)prop-1-en-2-yl)-5,9-dioxo-4-oxa-17-aza-bicyclo[14.1.0]heptadecan-17-yl)ethoxy)carbonyloxy)ethyl)disulfanyl)ethylamino)-1-oxopropan-2-ylamino)-5-guanidino-1-oxopentan-2-ylamino)-1-oxopropan-2-ylamino)-5-oxopentanoic acid). Yield: 83.5%. Reaction SMILES: O.[NH2:2][C:3]1[NH:12][C:11](=[O:13])[C:10]2[C:5](=[N:6][CH:7]=[C:8]([CH2:14][NH:15][C:16]3[CH:66]=[CH:65][C:19]([C:20]([NH:22][C@@H:23]([CH2:27][CH2:28][C:29]([NH:31][C@@H:32]([CH2:61][C:62]([OH:64])=[O:63])[C:33]([NH:35][C@@H:36]([CH2:54][CH2:55][CH2:56][NH:57][C:58]([NH2:60])=[NH:59])[C:37]([NH:39][C@@H:40]([CH2:50][C:51]([OH:53])=[O:52])[C:41]([NH:43][C@@H:44]([C:47]([OH:49])=[O:48])[CH2:45][SH:46])=[O:42])=[O:38])=[O:34])=[O:30])[C:24]([OH:26])=[O:25])=[O:21])=[CH:18][CH:17]=3)[N:9]=2)[N:4]=1.[C:67](=[O:116])([O:105][CH2:106][CH2:107][S:108]SC1C=CC=CN=1)[O:68][CH2:69][CH2:70][N:71]1[C@@H:87]2[C@H:72]1[CH2:73][CH2:74][CH2:75][C@H:76]([CH3:104])[C@H:77]([OH:103])[C@@H:78]([CH3:102])[C:79](=[O:101])[C:80]([CH3:100])([CH3:99])[C@@H:81]([OH:98])[CH2:82][C:83](=[O:97])[O:84][C@H:85](/[C:88](/[CH3:96])=[CH:89]/[C:90]1[N:91]=[C:92]([CH3:95])[S:93][CH:94]=1)[CH2:86]2>C1COCC1.P([O-])([O-])([O-])=O>[NH2:2][C:3]1[NH:12][C:11](=[O:13])[C:10]2[C:5](=[N:6][CH:7]=[C:8]([CH2:14][NH:15][C:16]3[CH:66]=[CH:65][C:19]([C:20]([NH:22][C@@H:23]([CH2:27][CH2:28][C:29]([NH:31][C@@H:32]([CH2:61][C:62]([OH:64])=[O:63])[C:33]([NH:35][C@@H:36]([CH2:54][CH2:55][CH2:56][NH:57][C:58]([NH2:60])=[NH:59])[C:37]([NH:39][C@@H:40]([CH2:50][C:51]([OH:53])=[O:52])[C:41]([NH:43][C@H:44]([C:47]([OH:49])=[O:48])[CH2:45][S:46][S:108][CH2:107][CH2:106][O:105][C:67]([O:68][CH2:69][CH2:70][N:71]4[C@@H:87]5[C@H:72]4[CH2:73][CH2:74][CH2:75][C@H:76]([CH3:104])[C@H:77]([OH:103])[C@@H:78]([CH3:102])[C:79](=[O:101])[C:80]([CH3:99])([CH3:100])[C@@H:81]([OH:98])[CH2:82][C:83](=[O:97])[O:84][C@H:85](/[C:88](/[CH3:96])=[CH:89]/[C:90]4[N:91]=[C:92]([CH3:95])[S:93][CH:94]=4)[CH2:86]5)=[O:116])=[O:42])=[O:38])=[O:34])=[O:30])[C:24]([OH:26])=[O:25])=[O:21])=[CH:18][CH:17]=3)[N:9]=2)[N:4]=1. Reported procedure: To 15 mL of H2O (bubbled with argon for 10 min before use) was added to (S)-2-(4-((2-amino-4-oxo-3,4-dihydropteridin-6-yl)methylamino)benzamido)-5-((S)-3-carboxy-1-((S)-1-((S)-3-carboxy-1-((S)-1-carboxy-2-mercaptoethylamino)-1-oxopropan-2-ylamino)-5-guanidino-1-oxopentan-2-ylamino)-1-oxopropan-2-ylamino)-5-oxopentanoic acid (498 mg, 0.534 mmol) in a 50 mL size centrifuge tube. To this suspension, while bubbling with argon, was added dropwise saturated NaHCO3 solution (bubbled with argon for 10 m...